Dataset: the Open Reaction Database (ORD), a public repository of structured organic reaction records. Task: describe an organic reaction: reactants, conditions, products, and yield Reactants: COCOC=1C=NC=CC1CCCO (3-(3-methoxymethoxypyridin-4-yl)-1-propanol), C1(=CC=CC=C1)P(C1=CC=CC=C1)C1=CC=CC=C1 (triphenylphosphine), N(=NC(=O)OC(C)C)C(=O)OC(C)C (diisopropyl azodicarboxylate), BrC=1C=C(OC2=NC=CC=C2O)C=CC1 (2-(3-bromophenoxy)-3-pyridinol). Solvent: C1CCOC1 (THF). Conditions: temperature 40 celsius, time 30 minute. The product is BrC=1C=C(OC2=NC=CC=C2OCCCC2=C(C=NC=C2)O)C=CC1 (2-(3-bromophenoxy)-3-[3-(3-hydroxypyridin-4-yl)propoxy]pyridine). Isolated yield 82.2%. Reaction SMILES: COC[O:4][C:5]1[CH:6]=[N:7][CH:8]=[CH:9][C:10]=1[CH2:11][CH2:12][CH2:13][OH:14].C1(P(C2C=CC=CC=2)C2C=CC=CC=2)C=CC=CC=1.N(C(OC(C)C)=O)=NC(OC(C)C)=O.[Br:48][C:49]1[CH:50]=[C:51]([CH:60]=[CH:61][CH:62]=1)[O:52][C:53]1[C:58](O)=[CH:57][CH:56]=[CH:55][N:54]=1>C1COCC1>[Br:48][C:49]1[CH:50]=[C:51]([CH:60]=[CH:61][CH:62]=1)[O:52][C:53]1[C:58]([O:14][CH2:13][CH2:12][CH2:11][C:10]2[CH:9]=[CH:8][N:7]=[CH:6][C:5]=2[OH:4])=[CH:57][CH:56]=[CH:55][N:54]=1. Procedure: 3-(3-Methoxymethoxypyridin-4-yl)-1-propanol (2.50 g, 12.7 mmol) obtained in Example 2 and triphenylphosphine (4.50 g, 17.0 mmol) are dissolved in THF (40 ml), and thereto are successively added with stirring diisopropyl azodicarboxylate (3.00 g, 15.0 mmol) and 2-(3-bromophenoxy)-3-pyridinol (2.50 g, 9.4 mmol) obtained in Reference Example 11 under ice-cooling. The mixture is further stirred at 40° C. for 30 minutes, and the reaction solution is concentrated under reduced pressure. To the residue... Reaction SMILES: [BH4-:1].[ClH:28].[NH2:3][c:4]1[c:5]([NH:10][C:11]([c:12]2[cH:13][c:14]([C:23]([CH3:24])([CH3:25])[CH3:26])[c:15]([OH:22])[c:16]([C:18]([CH3:19])([CH3:20])[CH3:21])[cH:17]2)=[O:27])[cH:6][cH:7][cH:8][cH:9]1.[Na+:2].[O:29]1[CH2:30][CH2:31][CH2:32][CH2:33]1>>[NH2:3][c:4]1[c:5]([NH:10][CH2:11][c:12]2[cH:13][c:14]([C:23]([CH3:24])([CH3:25])[CH3:26])[c:15]([OH:22])[c:16]([C:18]([CH3:19])([CH3:20])[CH3:21])[cH:17]2)[cH:6][cH:7][cH:8][cH:9]1. Reactants: [BH4-], Cl, CC(C)(C)c1cc(C(=O)Nc2ccccc2N)cc(C(C)(C)C)c1O, [Na+], C1CCOC1. The product is CC(C)(C)c1cc(CNc2ccccc2N)cc(C(C)(C)C)c1O. Reactants: NC=1C2=CC=CC=C2N=C2CCC3=C(C12)NN=C3 (11-amino-4,5-dihydro-1H-pyrazolo[3,4-a]acridine), [H-].[Na+] (NaH), BrCC(=O)OCC (ethyl bromoacetate). Run in CN(C)C=O (DMF). Reaction conditions: time 2 hour. Product: C(C)OC(CN1N=C2C(CCC3=NC4=CC=CC=C4C(=C23)N)=C1)=O (11-Amino-4,5-dihydro-2H-pyrazolo[3,4-a]acridine-2-acetic acid ethyl ester). RXN SMILES: [NH2:1][C:2]1[C:3]2[C:8]([N:9]=[C:10]3[C:15]=1[C:14]1[NH:16][N:17]=[CH:18][C:13]=1[CH2:12][CH2:11]3)=[CH:7][CH:6]=[CH:5][CH:4]=2.[H-].[Na+].Br[CH2:22][C:23]([O:25][CH2:26][CH3:27])=[O:24]>CN(C=O)C>[CH2:26]([O:25][C:23](=[O:24])[CH2:22][N:17]1[CH:18]=[C:13]2[CH2:12][CH2:11][C:10]3[C:15]([C:14]2=[N:16]1)=[C:2]([NH2:1])[C:3]1[C:8](=[CH:7][CH:6]=[CH:5][CH:4]=1)[N:9]=3)[CH3:27] |f:1.2|. Reported procedure: To a solution of 11-amino-4,5-dihydro-1H-pyrazolo[3,4-a]acridine (10 g) in dry DMF (300 ml) was added NaH (60%)(2.12 g) slowly. The reaction was stirred at room temperature for two hours, ethyl bromoacetate (6.0 ml) was added and the reaction was stirred for one hour. Run at time 48 hour. Yield: 73.6%. The solvent is C(Cl)(Cl)Cl (chloroform), C(=O)([O-])[O-].[Na+].[Na+] (Na2CO3). RXN SMILES: [CH2:1]([CH:8]1[CH2:14][CH:13]2[NH:15][CH:10]([CH2:11][CH2:12]2)[CH2:9]1)[C:2]1[CH:7]=[CH:6][CH:5]=[CH:4][CH:3]=1.[CH2:16]([O:23][C:24]1[CH:29]=[CH:28][C:27]([CH2:30][CH2:31][CH:32]=O)=[CH:26][CH:25]=1)[C:17]1[CH:22]=[CH:21][CH:20]=[CH:19][CH:18]=1.ClCCCl.C(O[BH-](OC(=O)C)OC(=O)C)(=O)C.[Na+]>C(Cl)(Cl)Cl.C([O-])([O-])=O.[Na+].[Na+]>[CH2:1]([CH:8]1[CH2:14][CH:13]2[N:15]([CH2:32][CH2:31][CH2:30][C:27]3[CH:28]=[CH:29][C:24]([O:23][CH2:16][C:17]4[CH:22]=[CH:21][CH:20]=[CH:19][CH:18]=4)=[CH:25][CH:26]=3)[CH:10]([CH2:11][CH2:12]2)[CH2:9]1)[C:2]1[CH:7]=[CH:6][CH:5]=[CH:4][CH:3]=1 |f:3.4,6.7.8|. Starting materials: C(C1=CC=CC=C1)C1CC2CCC(C1)N2 (3-benzyl-8-aza-bicyclo[3.2.1]octane), C(C1=CC=CC=C1)OC1=CC=C(C=C1)CCC=O (3-(4-benzyloxy-phenyl)-propionaldehyde), ClCCCl (1,2-dichloroethane), C(C)(=O)O[BH-](OC(C)=O)OC(C)=O.[Na+] (sodium triacetoxyborohydride). Procedure details: A mixture of 0.18 g of 3-benzyl-8-aza-bicyclo[3.2.1]octane, 0.30 g of 3-(4-benzyloxy-phenyl)-propionaldehyde, 5 mL of 1,2-dichloroethane and 0.3 g of sodium triacetoxyborohydride was stirred at room temperature for 48 h. The reaction mixture was diluted with 50 mL chloroform and 10 mL saturated aqueous Na2CO3 and the layers separated. The aqueous layer was extracted with 2×25 mL of chloroform and the combined organic layers dried over magnesium sulfate and concentrated under reduced pressure. Pu... Yields the product C(C1=CC=CC=C1)C1CC2CCC(C1)N2CCCC2=CC=C(C=C2)OCC2=CC=CC=C2 (3-benzyl-8-[3-(4-benzyloxy-phenyl)-propyl]-8-aza-bicyclo[3.2.1]octane). Starting materials: F[B-](F)(F)F, Brc1nccc2ccccc12, C[O+](C)C, ClCCl. Yields the product F[B-](F)(F)F, C[n+]1ccc2ccccc2c1Br. RXN SMILES: [B-:12]([F:13])([F:14])([F:15])[F:16].[Br:1][c:2]1[n:3][cH:4][cH:5][c:6]2[cH:7][cH:8][cH:9][cH:10][c:11]12.[CH3:17][O+:18]([CH3:19])[CH3:20].[Cl:21][CH2:22][Cl:23]>>[B-:12]([F:13])([F:14])([F:15])[F:16].[Br:1][c:2]1[n+:3]([CH3:17])[cH:4][cH:5][c:6]2[cH:7][cH:8][cH:9][cH:10][c:11]12. Starting materials: COC1=CC=C(C=C1)CC(C)=O (1-(4-methoxyphenyl)-2-propanone), Br (hydrobromic acid). Run in C(C)(=O)O (acetic acid). The product is OC1=CC=C(C=C1)CC(C)=O (1-(4-Hydroxyphenyl)-2-propanone). Reaction SMILES: C[O:2][C:3]1[CH:8]=[CH:7][C:6]([CH2:9][C:10](=[O:12])[CH3:11])=[CH:5][CH:4]=1.Br>C(O)(=O)C>[OH:2][C:3]1[CH:4]=[CH:5][C:6]([CH2:9][C:10](=[O:12])[CH3:11])=[CH:7][CH:8]=1. Reported procedure: A mixture of 82 g of 1-(4-methoxyphenyl)-2-propanone, 500 ml of acetic acid and 500 ml of aqueous hydrobromic acid is boiled under reflux for 2 hours and then evaporated in vacuo. The oily residue is extracted four times with 700 ml of hexane/ether (5:2) each time, the extract is evaporated and the residue is chromatographed over silica gel using hexanelethyl acetate (3:1). 1-(4-Hydroxyphenyl)-2-propanone is thus obtained with a melting point of 40-41°. Starting materials: BrC1=C(C=CC2=CC(=CC=C12)C1=CC(=CC=C1)O)O (1-bromo-6-(3-hydroxyphenyl)-naphthalene-2-ol), B(C1=CN=CC=C1)(O)O (3-pyridineboric acid). Run at time 21 hour. Yields the product OC=1C=C(C=CC1)C=1C=C2C=CC(=C(C2=CC1)C=1C=NC=CC1)O (6-(3-Hydroxyphenyl)-1-(pyridin-3-yl)naphthalene-2-ol). Isolated yield 59.0%. Reaction SMILES: Br[C:2]1[C:11]2[C:6](=[CH:7][C:8]([C:12]3[CH:17]=[CH:16][CH:15]=[C:14]([OH:18])[CH:13]=3)=[CH:9][CH:10]=2)[CH:5]=[CH:4][C:3]=1[OH:19].B(O)(O)[C:21]1[CH:26]=[CH:25][CH:24]=[N:23][CH:22]=1>>[OH:18][C:14]1[CH:13]=[C:12]([C:8]2[CH:7]=[C:6]3[C:11](=[CH:10][CH:9]=2)[C:2]([C:21]2[CH:22]=[N:23][CH:24]=[CH:25][CH:26]=2)=[C:3]([OH:19])[CH:4]=[CH:5]3)[CH:17]=[CH:16][CH:15]=1. Procedure: The compound is prepared by the reaction of 1-bromo-6-(3-hydroxyphenyl)-naphthalene-2-ol (100 mg, 0.32 mmol, 1 eq) with 3-pyridineboric acid (39 mg, 0.32 mmol, 1 eq) according to method A in 21 h. Purification by column chromatography with hexane/ethyl acetate 7/3 yields the desired compound in a yield of 59%, 59 mg. The reactants are FB(F)F, [Br-], CC[Mg+], CCOCC, CCOCC, CC(C)[O-], CC(C)[O-], CC(C)[O-], CC(C)[O-], CC(OC(=O)c1ccccc1)c1ccc(C#N)cc1Cl, [Na+], [OH-], [Ti+4]. The product is CC(OC(=O)c1ccccc1)c1ccc(C2(N)CC2)cc1Cl. RXN SMILES: [B:30]([F:31])([F:32])[F:33].[Br-:21].[CH2:22]([CH3:23])[Mg+:24].[CH2:25]([O:26][CH2:27][CH3:28])[CH3:29].[CH2:36]([O:37][CH2:38][CH3:39])[CH3:40].[CH3:41][CH:42]([CH3:43])[O-:44].[CH3:45][CH:46]([CH3:47])[O-:48].[CH3:49][CH:50]([CH3:51])[O-:52].[CH3:53][CH:54]([CH3:55])[O-:56].[Cl:1][c:2]1[c:3]([CH:10]([CH3:11])[O:12][C:13]([c:14]2[cH:15][cH:16][cH:17][cH:18][cH:19]2)=[O:20])[cH:4][cH:5][c:6]([C:8]#[N:9])[cH:7]1.[Na+:35].[OH-:34].[Ti+4:57]>>[Cl:1][c:2]1[c:3]([CH:10]([CH3:11])[O:12][C:13]([c:14]2[cH:15][cH:16][cH:17][cH:18][cH:19]2)=[O:20])[cH:4][cH:5][c:6]([C:8]2([NH2:9])[CH2:22][CH2:23]2)[cH:7]1. The reactants are CC(=O)OC(C)=O, COc1ccc(C=O)cc1OC1CCCC1, Cl, NO. Product: COc1ccc(C#N)cc1OC1CCCC1. Reaction SMILES: [CH3:20][C:21]([O:22][C:23](=[O:24])[CH3:25])=[O:26].[CH:4]1([O:9][c:10]2[cH:11][c:12]([CH:13]=[O:14])[cH:15][cH:16][c:17]2[O:18][CH3:19])[CH2:5][CH2:6][CH2:7][CH2:8]1.[ClH:1].[NH2:2][OH:3]>>[N:2]#[C:13][c:12]1[cH:11][c:10]([O:9][CH:4]2[CH2:5][CH2:6][CH2:7][CH2:8]2)[c:17]([O:18][CH3:19])[cH:16][cH:15]1. The reactants are N1(CCC1)S(=O)(=O)N (azetidine-1-sulfonamide), C1(CC1)S(=O)(=O)N (cyclopropanesulfonamide), trans-4-((5-chloroadamantan-2-yl)oxy)-5-cyclopropyl-2-fluorobenzoic acid, C1(CC1)C=1C(=CC(=C(C(=O)O)C1)F)OC[C@@H]1CC[C@@H](CC1)C(F)(F)F (cis-5-cyclopropyl-2-fluoro-4-((4-(trifluoromethyl)cyclohexyl)-methoxy)benzoic acid). The product is C1(CC1)C=1C(=CC(=C(C(=O)NS(=O)(=O)C2CC2)C1)F)OC[C@@H]1CC[C@@H](CC1)C(F)(F)F (cis-5-cyclopropyl-N-(cyclopropylsulfonyl)-2-fluoro-4-((4-(trifluoromethyl)-cyclohexyl)methoxy)benzamide), solid. Isolated yield 79.0%. RXN SMILES: [CH:1]1([C:4]2[C:5]([O:14][CH2:15][C@H:16]3[CH2:21][CH2:20][C@@H:19]([C:22]([F:25])([F:24])[F:23])[CH2:18][CH2:17]3)=[CH:6][C:7]([F:13])=[C:8]([CH:12]=2)[C:9]([OH:11])=O)[CH2:3][CH2:2]1.N1(S(N)(=O)=O)CCC1.[CH:34]1([S:37]([NH2:40])(=[O:39])=[O:38])[CH2:36][CH2:35]1>>[CH:1]1([C:4]2[C:5]([O:14][CH2:15][C@H:16]3[CH2:17][CH2:18][C@@H:19]([C:22]([F:25])([F:23])[F:24])[CH2:20][CH2:21]3)=[CH:6][C:7]([F:13])=[C:8]([CH:12]=2)[C:9]([NH:40][S:37]([CH:34]2[CH2:36][CH2:35]2)(=[O:39])=[O:38])=[O:11])[CH2:3][CH2:2]1. Procedure details: Following the procedure as described in Example 218 step 5, and making variations as required to replace trans-4-((5-chloroadamantan-2-yl)oxy)-5-cyclopropyl-2-fluorobenzoic acid with cis-5-cyclopropyl-2-fluoro-4-((4-(trifluoromethyl)cyclohexyl)-methoxy)benzoic acid and to replace azetidine-1-sulfonamide with cyclopropanesulfonamide, the title compound was obtained as colorless solid (0.11 g, 79%): 1H NMR (300 MHz, DMSO-d6) δ 11.82 (s, 1H), 7.13 (d, J=8.3 Hz, 1H), 7.04 (d, J=13.1 Hz, 1H), 4.06 (d...